This data is from the Open Reaction Database (ORD), a public repository of structured organic reaction records. The task is: describe an organic reaction: reactants, conditions, products, and yield The reactants are O=C([O-])[O-], CN(C)C(=O)Cl, CC#N, [K+], [K+], O, Oc1nsnc1Oc1ccccc1. The product is CN(C)C(=O)Oc1nsnc1Oc1ccccc1. Reaction SMILES: [C:14](=[O:15])([O-:16])[O-:17].[CH3:20][N:21]([C:22](=[O:23])[Cl:24])[CH3:25].[CH3:26][C:27]#[N:28].[K+:18].[K+:19].[OH2:29].[OH:1][c:2]1[n:3][s:4][n:5][c:6]1[O:7][c:8]1[cH:9][cH:10][cH:11][cH:12][cH:13]1>>[O:1]([c:2]1[n:3][s:4][n:5][c:6]1[O:7][c:8]1[cH:9][cH:10][cH:11][cH:12][cH:13]1)[C:22]([N:21]([CH3:20])[CH3:25])=[O:23].